Dataset: the Open Reaction Database (ORD), a public repository of structured organic reaction records. Task: describe an organic reaction: reactants, conditions, products, and yield Procedure details: Alkylation reaction of phenol 58 with 2,6-dichlorobenzylbromide gave 2-(3-(3-(2,6-dichlorobenzyloxy)phenyl)propyl)isoindoline-1,3-dione as yellow oil. Yield (0.780 g, 51%): 1H NMR (400 MHz, CDCl3) δ 7.82-7.85 (m, 2H), 7.69-7.72 (m, 2H), 7.35-7.38 (m, 1H), 6.86-6.79 (m, 2H), 6.81 (s, 1H), 6.80 (dd, J=8.2, 2.4 Hz, 1H), 5.25 (s, 2H), 3.76 (t, J=6.2 Hz, 2H), 2.68 (t, J=7.6 Hz, 2H), 2.00-2.09 (m, 2H). The product is ClC1=C(COC=2C=C(C=CC2)CCCN2C(C3=CC=CC=C3C2=O)=O)C(=CC=C1)Cl (2-(3-(3-(2,6-dichlorobenzyloxy)phenyl)propyl)isoindoline-1,3-dione). RXN SMILES: [OH:1][C:2]1[CH:3]=[C:4]([CH2:8][CH2:9][CH2:10][N:11]2[C:19](=[O:20])[C:18]3[C:13](=[CH:14][CH:15]=[CH:16][CH:17]=3)[C:12]2=[O:21])[CH:5]=[CH:6][CH:7]=1.[Cl:22][C:23]1[CH:30]=[CH:29][CH:28]=[C:27]([Cl:31])[C:24]=1[CH2:25]Br>>[Cl:22][C:23]1[CH:30]=[CH:29][CH:28]=[C:27]([Cl:31])[C:24]=1[CH2:25][O:1][C:2]1[CH:3]=[C:4]([CH2:8][CH2:9][CH2:10][N:11]2[C:19](=[O:20])[C:18]3[C:13](=[CH:14][CH:15]=[CH:16][CH:17]=3)[C:12]2=[O:21])[CH:5]=[CH:6][CH:7]=1. Starting materials: OC=1C=C(C=CC1)CCCN1C(C2=CC=CC=C2C1=O)=O (2-[3-(3-hydroxyphenyl)propyl]isoindole-1,3-dione), ClC1=C(CBr)C(=CC=C1)Cl (2,6-dichlorobenzylbromide). Reactants: Cl.OC(COC1=CC=C(C=2N=CNC21)C)CN2CCC(CC2)COC2=NC=CC=C2 (4-{2-Hydroxy-3-[4-(2-pyridyloxymethyl)-piperidino]-propoxy}-7-methylbenzimidazole hydrochloride), C1=CC=CC=C1 (benzene), C(C1=CC=CC=C1)(=O)O (benzoic acid), C(C1=CC=CC=C1)(=O)OC(C1=CC=CC=C1)=O (benzoic anhydride). The solvent is CN(C=O)C (dimethylformamide). Product: Cl.C(C1=CC=CC=C1)(=O)OC(COC1=CC=C(C=2N=CNC21)C)CN2CCC(CC2)COC2=NC=CC=C2 (4-{2-Benzoyloxy-3-[4-(2-pyridyloxymethyl)-piperidino]-propoxy}-7-methylbenzimidazole hydrochloride). RXN SMILES: [ClH:1].[OH:2][CH:3]([CH2:16][N:17]1[CH2:22][CH2:21][CH:20]([CH2:23][O:24][C:25]2[CH:30]=[CH:29][CH:28]=[CH:27][N:26]=2)[CH2:19][CH2:18]1)[CH2:4][O:5][C:6]1[C:14]2[NH:13][CH:12]=[N:11][C:10]=2[C:9]([CH3:15])=[CH:8][CH:7]=1.[C:31](O)(=[O:38])[C:32]1[CH:37]=[CH:36][CH:35]=[CH:34][CH:33]=1.C(OC(=O)C1C=CC=CC=1)(=O)C1C=CC=CC=1.C1C=CC=CC=1>CN(C)C=O>[ClH:1].[C:31]([O:2][CH:3]([CH2:16][N:17]1[CH2:22][CH2:21][CH:20]([CH2:23][O:24][C:25]2[CH:30]=[CH:29][CH:28]=[CH:27][N:26]=2)[CH2:19][CH2:18]1)[CH2:4][O:5][C:6]1[C:14]2[NH:13][CH:12]=[N:11][C:10]=2[C:9]([CH3:15])=[CH:8][CH:7]=1)(=[O:38])[C:32]1[CH:37]=[CH:36][CH:35]=[CH:34][CH:33]=1 |f:0.1,6.7|. Reported procedure: 4.87 g. 4-{2-Hydroxy-3-[4-(2-pyridyloxymethyl)-piperidino]-propoxy}-7-methylbenzimidazole (preparation see Example 13), 19.5 g. benzoic acid and 2.12 g. benzoic anhydride are heated under reflux for 2 hours in 100 ml. benzene and 25 ml. dimethylformamide. After removing the solvent, the residue is taken up in 100 ml. water, rendered alkaline with concentrated aqueous ammonia solution and extracted with chloroform. The chloroform phase is washed with water, dried over anhydrous sodium sulphate an... The reactants are O=C1OC2=C(C(=C1)OCCNC(=N)N)C=CC=C2 (N-[2-(2-oxo-2H-1-benzopyran-4-yloxy)-ethyl]-guanidine), FC(C(=O)O)(F)F (trifluoroacetic acid), NCCCOC1=CC(OC2=C1C=CC=C2)=O (4-(3-amino-propoxy)-1-benzopyran-2-one). Yields the product FC(C(=O)O)(F)F.O=C1OC2=C(C(=C1)OCCCNC(=N)N)C=CC=C2 (N-[3-(2-Oxo-2H-1-benzopyran-4-yloxy)-propyl]guanidine Trifluoroacetic acid salt). Reaction SMILES: O=C1C=C(OCC[NH:11][C:12](N)=[NH:13])C2C=CC=CC=2O1.[F:19][C:20]([F:25])([F:24])[C:21]([OH:23])=[O:22].[NH2:26][CH2:27][CH2:28][CH2:29][O:30][C:31]1[C:36]2[CH:37]=[CH:38][CH:39]=[CH:40][C:35]=2[O:34][C:33](=[O:41])[CH:32]=1>>[F:19][C:20]([F:25])([F:24])[C:21]([OH:23])=[O:22].[O:41]=[C:33]1[CH:32]=[C:31]([O:30][CH2:29][CH2:28][CH2:27][NH:26][C:12]([NH2:13])=[NH:11])[C:36]2[CH:37]=[CH:38][CH:39]=[CH:40][C:35]=2[O:34]1 |f:3.4|. Procedure: Is prepared according to the procedure for N-[2-(2-oxo-2H-1-benzopyran-4-yloxy)-ethyl]-guanidine from the trifluoroacetic acid salt of 4-(3-amino-propoxy)-1-benzopyran-2-one to afford the title compound as the trifluoroacetic acid salt after HPLC purification (40.0 mg, 35%). 1H NMR (DMSO-d6, 300 MHz) δ 7.88 (1H, dd, J=1.5, 8 Hz), 7.67 (2H, m), 7.39 (2H, m), 7.15 (3H, br s), 5.92 (1H, s ), 4.26 (2H, t, J=6 Hz), 3.32 (2H, buried under solvent peak), 2.03 (2H, m); MS (ESI, Pos.) calcd for C13H15N3O... The reactants are COC(CCCCN(CCC1=C(C=CC(=C1)F)O)CC1=CC=C(C(=O)OC)C=C1)=O (methyl 4-({(5-methoxy-5-oxopentyl)[2-(5-fluoro-2-hydroxyphenyl)ethyl]amino}methyl)benzoate), C([O-])([O-])=O.[Cs+].[Cs+] (caesium carbonate), [I-].[K+] (potassium iodide), XII, ClCC1=CC=C(C=C1)C1=CC=C(C=C1)C(F)(F)F (4-(chloromethyl)-4′-(trifluoromethyl)-1,1′-biphenyl). Solvent: C(C)#N (acetonitrile). The product is FC=1C=CC(=C(C1)CCN(CCCCC(=O)OC)CC1=CC=C(C(=O)OC)C=C1)OCC1=CC=C(C=C1)C1=CC=C(C=C1)C (Methyl 4-{[(2-{5-fluoro-2-[(4′-methyl-1,1′-biphenyl-4-yl)methoxy]phenyl}ethyl)(5-methoxy-5-oxopentyl)amino]methyl}benzoate). As a reaction SMILES: [CH3:1][O:2][C:3](=[O:30])[CH2:4][CH2:5][CH2:6][CH2:7][N:8]([CH2:19][C:20]1[CH:29]=[CH:28][C:23]([C:24]([O:26][CH3:27])=[O:25])=[CH:22][CH:21]=1)[CH2:9][CH2:10][C:11]1[CH:16]=[C:15]([F:17])[CH:14]=[CH:13][C:12]=1[OH:18].Cl[CH2:32][C:33]1[CH:38]=[CH:37][C:36]([C:39]2[CH:44]=[CH:43][C:42]([C:45](F)(F)F)=[CH:41][CH:40]=2)=[CH:35][CH:34]=1.C(=O)([O-])[O-].[Cs+].[Cs+].[I-].[K+]>C(#N)C>[F:17][C:15]1[CH:14]=[CH:13][C:12]([O:18][CH2:32][C:33]2[CH:38]=[CH:37][C:36]([C:39]3[CH:44]=[CH:43][C:42]([CH3:45])=[CH:41][CH:40]=3)=[CH:35][CH:34]=2)=[C:11]([CH2:10][CH2:9][N:8]([CH2:19][C:20]2[CH:29]=[CH:28][C:23]([C:24]([O:26][CH3:27])=[O:25])=[CH:22][CH:21]=2)[CH2:7][CH2:6][CH2:5][CH2:4][C:3]([O:2][CH3:1])=[O:30])[CH:16]=1 |f:2.3.4,5.6|. Procedure: 447 mg (0.93 mmol) of methyl 4-({(5-methoxy-5-oxopentyl)[2-(5-fluoro-2-hydroxyphenyl)ethyl]amino}methyl)benzoate from Ex. XII and 277 mg (1.02 mmol) of 4-(chloromethyl)-4′-(trifluoromethyl)-1,1′-biphenyl are dissolved in 10 ml of acetonitrile. 455 mg (1.40 mmol) of caesium carbonate and a spatula tip of potassium iodide are added, and the mixture is heated at reflux for 48 hours. The suspension is filtered and concentrated and the residue is chromatographed over silica gel using cyclohexane:ethy... The reactants are O=C([O-])[O-], CN(C)C=O, CCOCC, ClCCc1c[nH]cn1, Cl, [I-], [K+], [K+], [Na+], O=[N+]([O-])c1ccc(O)cc1. RXN SMILES: [C:20](=[O:21])([O-:22])[O-:23].[CH3:28][N:29]([CH3:30])[CH:31]=[O:32].[CH3:33][CH2:34][O:35][CH2:36][CH3:37].[Cl:12][CH2:13][CH2:14][c:15]1[n:16][cH:17][nH:18][cH:19]1.[ClH:11].[I-:27].[K+:24].[K+:25].[Na+:26].[OH:1][c:2]1[cH:3][cH:4][c:5]([N+:8]([O-:9])=[O:10])[cH:6][cH:7]1>>[O:1]([c:2]1[cH:3][cH:4][c:5]([N+:8]([O-:9])=[O:10])[cH:6][cH:7]1)[CH2:13][CH2:14][c:15]1[n:16][cH:17][nH:18][cH:19]1. The product is O=[N+]([O-])c1ccc(OCCc2c[nH]cn2)cc1. The reactants are Cc1nn(C)c(Cl)c1[N+](=O)[O-], CC#N, [I-], [K+], N#C[K], CN(C)C=O. The product is Cc1nn(C)c(C#N)c1[N+](=O)[O-]. RXN SMILES: [CH3:1][n:2]1[n:3][c:4]([CH3:11])[c:5]([N+:8](=[O:9])[O-:10])[c:6]1[Cl:7].[CH3:22][C:23]#[N:24].[I-:16].[K+:15].[K:12][C:13]#[N:14].[O:17]=[CH:18][N:19]([CH3:20])[CH3:21]>>[CH3:1][n:2]1[n:3][c:4]([CH3:11])[c:5]([N+:8](=[O:9])[O-:10])[c:6]1[C:13]#[N:14].